The task is: describe an organic reaction: reactants, conditions, products, and yield. This data is from the Open Reaction Database (ORD), a public repository of structured organic reaction records. Reaction SMILES: Cl(O)(=O)(=O)=O.[NH:6]1[C:10](=[O:11])[CH2:9][CH2:8][C@H:7]1[C:12]([OH:14])=[O:13].C(OC[CH2:20][CH2:21][CH3:22])(=O)C.[C:23](=O)([O-])[O-].[Na+].[Na+]>C(Cl)(Cl)(Cl)Cl.CCOCC>[NH:6]1[C:10](=[O:11])[CH2:9][CH2:8][C@H:7]1[C:12]([O:14][C:21]([CH3:20])([CH3:22])[CH3:23])=[O:13] |f:3.4.5|. The reactants are Cl(=O)(=O)(=O)O (Perchloric acid), N1[C@@H](CCC1=O)C(=O)O ((S)-pyroglutamic acid), C(C)(=O)OCCCC (butyl acetate), C([O-])([O-])=O.[Na+].[Na+] (sodium carbonate). The yield is 57.5%. Solvent: C(Cl)(Cl)(Cl)Cl (carbon tetrachloride), CCOCC (ether). Run at time 24 hour. Reported procedure: Perchloric acid (70% aqueous, 0.521 cm3, 6.05 mmol) was added dropwise to a stirred suspension of (S)-pyroglutamic acid 9 (1 g, 7.75 mmol) in tent-butyl acetate (12 cm3, 85.5 mmol). The mixture was stirred for 24 h then sodium carbonate (0.80 g, 7.60 mmol) was added cautiously, ether was added and the organic phase washed with saturated sodium hydrogen carbonate solution and brine. The aqueous phase was extracted with ethyl acetate, dried (MgSO4), filtered and the solvent removed to yield an oil... The product is N1[C@@H](CCC1=O)C(=O)OC(C)(C)C ((S)-tert-Butyl pyroglutamate). The reactants are CC=1C=NC=CC1C (3,4-dimethylpyridine), C(CC1=CC=CC=C1)Br (phenethyl bromide). Yields the product C1(=CC=CC=C1)CCCC1=C(C=NC=C1)C (1-phenyl-3-(3-methyl-4-pyridyl)-propane). The yield is 92.1%. RXN SMILES: [CH3:1][C:2]1[CH:3]=[N:4][CH:5]=[CH:6][C:7]=1[CH3:8].[CH2:9](Br)[CH2:10][C:11]1[CH:16]=[CH:15][CH:14]=[CH:13][CH:12]=1>>[C:11]1([CH2:10][CH2:9][CH2:8][C:7]2[CH:6]=[CH:5][N:4]=[CH:3][C:2]=2[CH3:1])[CH:16]=[CH:15][CH:14]=[CH:13][CH:12]=1. Procedure: 1.0 g (9.35 mmol) of 3,4-dimethylpyridine and 1.73 g (9.35 mmol) of phenethyl bromide were reacted in the same manner as in Example 1. The reaction product was purified to obtain 1.82 g of the desired compound (yield: 92.4%).